From a dataset of the Open Reaction Database (ORD), a public repository of structured organic reaction records. describe an organic reaction: reactants, conditions, products, and yield Starting materials: ClC1=C(C=CC=C1)C1C(=C(NC(=C1C(=O)OC)C)COCC(=S)N)C(=O)OCC (2-{[4-(2-chlorophenyl)-3-ethoxycarbonyl-5-methoxycarbonyl-6-methyl-1,4-dihydropyridin-2-yl]methoxy}-thioacetamide), ClCC(C)=O (chloroacetone). Run in C(C)O (ethanol). Yields the product ClC1=C(C=CC=C1)C1C(=C(NC(=C1C(=O)OC)C)COCC=1SC=C(N1)C)C(=O)OCC (2-{[4-(2-Chlorophenyl)-3-ethoxycarbonyl-5-methoxycarbonyl-6-methyl-1,4-dihydropyridin-2-yl]methoxymethyl}-4-methylthiazole). Isolated yield 16.3%. RXN SMILES: [Cl:1][C:2]1[CH:7]=[CH:6][CH:5]=[CH:4][C:3]=1[CH:8]1[C:13]([C:14]([O:16][CH3:17])=[O:15])=[C:12]([CH3:18])[NH:11][C:10]([CH2:19][O:20][CH2:21][C:22]([NH2:24])=[S:23])=[C:9]1[C:25]([O:27][CH2:28][CH3:29])=[O:26].Cl[CH2:31][C:32](=O)[CH3:33]>C(O)C>[Cl:1][C:2]1[CH:7]=[CH:6][CH:5]=[CH:4][C:3]=1[CH:8]1[C:13]([C:14]([O:16][CH3:17])=[O:15])=[C:12]([CH3:18])[NH:11][C:10]([CH2:19][O:20][CH2:21][C:22]2[S:23][CH:31]=[C:32]([CH3:33])[N:24]=2)=[C:9]1[C:25]([O:27][CH2:28][CH3:29])=[O:26]. Procedure details: A solution of 2-{[4-(2-chlorophenyl)-3-ethoxycarbonyl-5-methoxycarbonyl-6-methyl-1,4-dihydropyridin-2-yl]methoxy}-thioacetamide (0.44 g) and chloroacetone (0.30 g) in ethanol (30 ml) was heated under reflux for 7 hours and then evaporated. The residual oil was purified by chromatography on silica (t.l.c. grade, 10 g) using dichloromethane plus 0-10% v/v ethyl acetate as eluant. Appropriate fractions were combined and evaporated and the residue triturated with diisopropyl ether. The resulting sol...